Dataset: the Open Reaction Database (ORD), a public repository of structured organic reaction records. Task: describe an organic reaction: reactants, conditions, products, and yield Reactants: CO, Cl, O=C(O)Cc1cc(F)cc(F)c1, C1COCCO1. Product: COC(=O)Cc1cc(F)cc(F)c1. Reaction SMILES: [CH3:20][OH:21].[ClH:13].[F:1][c:2]1[cH:3][c:4]([CH2:9][C:10](=[O:11])[OH:12])[cH:5][c:6]([F:8])[cH:7]1.[O:14]1[CH2:15][CH2:19][O:18][CH2:17][CH2:16]1>>[F:1][c:2]1[cH:3][c:4]([CH2:9][C:10](=[O:11])[O:12][CH3:15])[cH:5][c:6]([F:8])[cH:7]1.